This data is from the Open Reaction Database (ORD), a public repository of structured organic reaction records. The task is: describe an organic reaction: reactants, conditions, products, and yield The reactants are diphenyl ketimine, S1C(=S)NC(=O)C1 (rhodanine), C(C)(=O)O (acetic acid), C1(=CC=CC=C1)C (toluene). Yields the product C1(=CC=CC=C1)C(=C1C(NC(S1)=S)=O)C1=CC=CC=C1 (5-(diphenylmethylene)-2-thioxo-4-thiazolidinone). RXN SMILES: [S:1]1[CH2:7][C:5](=[O:6])[NH:4][C:2]1=[S:3].[C:8](O)(=O)[CH3:9].[C:12]1([CH3:18])[CH:17]=[CH:16][CH:15]=[CH:14][CH:13]=1>>[C:12]1([C:18]([C:8]2[CH:9]=[CH:14][CH:13]=[CH:12][CH:17]=2)=[C:7]2[S:1][C:2](=[S:3])[NH:4][C:5]2=[O:6])[CH:17]=[CH:16][CH:15]=[CH:14][CH:13]=1. Procedure: One hundred and ninety grams (1.05 mol) of diphenyl ketimine, 140 grams (1.05 mol) of rhodanine, 5 ml of acetic acid and 1500 ml of toluene were heated at reflux for 3 hours. Crystals formed upon cooling. The solvent was decanted, fresh toluene was added to the residue and the resulting suspension was filtered. The recovered crystals were recrystallized from methanol to provide 172.0 g of title product, m.p. 192°-194° C. Procedure: 1-Oxa-spiro[4.5]decan-2-one (96 mg, 0.618 mmol), cesium carbonate (Cs2CO3) (605 mg, 1.855 mmol) and 1-bromomethyl-4-iodo-benzene (220 mg, 0.742 mmol) were mixed in acetonitrile (2.5 mL). The reaction mixture was heated at 70° C. for 5 hours, and the diluted with ethyl acetate (8 mL). The mixture was washed with water (2×4 mL) and brine (2×4 mL). The combined organic phase was dried over anhydrous sodium sulfate and concentrated. The crude residue was purified on silica gel eluting with 5 to 25% ... RXN SMILES: [O:1]1[C:5]2([CH2:10][CH2:9][CH2:8][CH2:7][CH2:6]2)[CH2:4]C[C:2]1=[O:11].C(=O)([O-])[O-].[Cs+].[Cs+].Br[CH2:19][C:20]1[CH:25]=[CH:24][C:23]([I:26])=[CH:22][CH:21]=1.C(#[N:29])C>C(OCC)(=O)C>[I:26][C:23]1[CH:24]=[CH:25][C:20]([CH2:19][N:29]2[CH2:4][C:5]3([CH2:6][CH2:7][CH2:8][CH2:9][CH2:10]3)[O:1][C:2]2=[O:11])=[CH:21][CH:22]=1 |f:1.2.3|. Run in C(C)(=O)OCC (ethyl acetate). The yield is 49.0%. Run at temperature 70 celsius. Yields the product IC1=CC=C(CN2C(OC3(C2)CCCCC3)=O)C=C1 (3-(4-Iodo-benzyl)-1-oxa-3-aza-spiro[4.5]decan-2-one). Starting materials: O1C(CCC12CCCCC2)=O (1-Oxa-spiro[4.5]decan-2-one), C([O-])([O-])=O.[Cs+].[Cs+] (cesium carbonate), BrCC1=CC=C(C=C1)I (1-bromomethyl-4-iodo-benzene), C(C)#N (acetonitrile). Reactants: NC(C#N)(C)C (2-amino-2-methylpropionitrile), ClC1=NC(=C(C(=N1)Cl)C#N)Cl (2,4,6-trichloro-5-pyrimidinecarbonitrile), [OH-].[Na+] (sodium hydroxide). Solvent: CC(=O)C (acetone), O (water). Conditions: time 30 minute. The product is ClC1=NC(=NC(=C1C#N)Cl)NC(C)(C)C#N (4,6-dichloro-2-(1-cyano-1-methylethylamino)-5-pyrimidinecarbonitrile). The yield is 40.7%. As a reaction SMILES: Cl[C:2]1[N:7]=[C:6]([Cl:8])[C:5]([C:9]#[N:10])=[C:4]([Cl:11])[N:3]=1.[NH2:12][C:13]([CH3:17])([CH3:16])[C:14]#[N:15].[OH-].[Na+]>CC(C)=O.O>[Cl:11][C:4]1[C:5]([C:9]#[N:10])=[C:6]([Cl:8])[N:7]=[C:2]([NH:12][C:13]([C:14]#[N:15])([CH3:17])[CH3:16])[N:3]=1 |f:2.3|. Procedure: A stirred solution of 6.3 grams of 2,4,6-trichloro-5-pyrimidinecarbonitrile in 25 ml of acetone was cooled to -10°, and 2.5 grams of 2-amino-2-methylpropionitrile was added. With the reaction mixture at -10°, a solution of 1.3 grams of sodium hydroxide in 3.5 ml of water was added dropwise. Upon complete addition, the reaction mixture was stirred at -10° for 30 minutes. The acetone was removed under reduced pressure; the residue was extracted with diethyl ether, and the extract was separated and... The reactants are BrCc1ccccc1, CC(C)=O, [K+], [K+], O=C([O-])[O-], N#Cc1ccc(O)c(O)c1. Yields the product N#Cc1ccc(OCc2ccccc2)c(O)c1. As a reaction SMILES: [Br:17][CH2:18][c:19]1[cH:20][cH:21][cH:22][cH:23][cH:24]1.[CH3:25][C:26](=[O:27])[CH3:28].[K+:11].[K+:12].[O-:13][C:14]([O-:15])=[O:16].[OH:1][c:2]1[cH:3][c:4]([C:5]#[N:6])[cH:7][cH:8][c:9]1[OH:10]>>[OH:1][c:2]1[cH:3][c:4]([C:5]#[N:6])[cH:7][cH:8][c:9]1[O:10][CH2:18][c:19]1[cH:20][cH:21][cH:22][cH:23][cH:24]1. Reactants: ethyl chloromethylimidate hydrochloride, Cl.NC1=C(C=C(O)C=C1)O (4-aminoresorcinol hydrochloride), C(C)O (ethanol). Product: ClCC=1OC2=C(N1)C=CC(=C2)O (2-chloromethyl-6-hydroxybenzoxazole). As a reaction SMILES: [ClH:1].[NH2:2][C:3]1[CH:9]=[CH:8][C:6]([OH:7])=[CH:5][C:4]=1[OH:10].[CH2:11](O)[CH3:12]>>[Cl:1][CH2:11][C:12]1[O:10][C:4]2[CH:5]=[C:6]([OH:7])[CH:8]=[CH:9][C:3]=2[N:2]=1 |f:0.1|. Reported procedure: 1.78 g (11.3 mmol) of said ethyl chloromethylimidate hydrochloride, 1.22 g (7.55 mmol) of 4-aminoresorcinol hydrochloride, and 20 ml of ethanol were introduced into a two-necked flask provided with a Dimroth condenser, and the mixture was refluxed with heat in argon atmosphere for a whole day and night. After completion of the reaction and cooling, the crystal was filtered and washed with hexane, then the object was vacuum dried. There was obtained 0.40 g (2.33 mmol) of 2-chloromethyl-6-hydroxyb... The reactants are CN(C)CCN1C(=O)CCc2cc([N+](=O)[O-])ccc21, CCO, [H][H]. The product is CN(C)CCN1C(=O)CCc2cc(N)ccc21. As a reaction SMILES: [CH3:1][N:2]([CH2:3][CH2:4][N:5]1[C:6](=[O:18])[CH2:7][CH2:8][c:9]2[cH:10][c:11]([N+:15]([O-:16])=[O:17])[cH:12][cH:13][c:14]21)[CH3:19].[CH3:22][CH2:23][OH:24].[H:20][H:21]>>[CH3:1][N:2]([CH2:3][CH2:4][N:5]1[C:6](=[O:18])[CH2:7][CH2:8][c:9]2[cH:10][c:11]([NH2:15])[cH:12][cH:13][c:14]21)[CH3:19]. The reactants are BrCC1CO1, CC(=O)Nc1ccc(O)c(C(=O)Nc2cccc3[nH]ccc23)c1, O=C([O-])[O-], CC(C)=O, [K+], [K+]. Yields the product CC(=O)Nc1ccc(OCC2CO2)c(C(=O)Nc2cccc3[nH]ccc23)c1. As a reaction SMILES: [Br:30][CH2:31][CH:32]1[CH2:33][O:34]1.[C:1]([CH3:2])(=[O:3])[NH:4][c:5]1[cH:6][cH:7][c:8]([OH:23])[c:9]([C:10](=[O:11])[NH:12][c:13]2[c:14]3[cH:15][cH:16][nH:17][c:18]3[cH:19][cH:20][cH:21]2)[cH:22]1.[C:24](=[O:25])([O-:26])[O-:27].[CH3:35][C:36](=[O:37])[CH3:38].[K+:28].[K+:29]>>[C:1]([CH3:2])(=[O:3])[NH:4][c:5]1[cH:6][cH:7][c:8]([O:23][CH2:31][CH:32]2[CH2:33][O:34]2)[c:9]([C:10](=[O:11])[NH:12][c:13]2[c:14]3[cH:15][cH:16][nH:17][c:18]3[cH:19][cH:20][cH:21]2)[cH:22]1. Reactants: FC=1C(=CC(N(C1)CC[C@](C(=O)O)(S(=O)(=O)C)C)=O)C1=CC(=CC=C1)OC=1SC=CN1 ((2R)-4-{5-fluoro-2-oxo-4-[3-(1,3-thiazol-2-yloxy)phenyl]pyridin-1(2H)-yl}-2-methyl-2-(methylsulfonyl)butanoic acid), FC=1C(=CC(N(C1)CC[C@](C(=O)NOC1OCCCC1)(S(=O)(=O)C)C)=O)C1=CC=C(C=C1)N1N=CC=N1 ((2R)-4-{5-fluoro-2-oxo-4-[4-(2H-1,2,3-triazol-2-yl)phenyl]pyridin-1(2H)-yl}-2-methyl-2-(methylsulfonyl)-N-(tetrahydro-2H-pyran-2-yloxy)butanamide). The product is FC=1C(=CC(N(C1)CC[C@](C(=O)NOC1OCCCC1)(S(=O)(=O)C)C)=O)C1=CC(=CC=C1)OC=1SC=CN1 ((2R)-4-{5-Fluoro-2-oxo-4-[3-(1,3-thiazol-2-yloxy)phenyl]pyridin-1(2H)-yl}-2-methyl-2-(methylsulfonyl)-N-(tetrahydro-2H-pyran-2-yloxy)butanamide). Isolated yield 65.8%. Reaction SMILES: [F:1][C:2]1[C:3]([C:20]2[CH:25]=[CH:24][CH:23]=[C:22]([O:26][C:27]3[S:28][CH:29]=[CH:30][N:31]=3)[CH:21]=2)=[CH:4][C:5](=[O:19])[N:6]([CH2:8][CH2:9][C@@:10]([CH3:18])([S:14]([CH3:17])(=[O:16])=[O:15])[C:11]([OH:13])=O)[CH:7]=1.FC1C(C2C=CC(N3N=CC=N3)=CC=2)=CC(=O)N(CC[C@@](C)(S(C)(=O)=O)C([NH:44][O:45][CH:46]2[CH2:51][CH2:50][CH2:49][CH2:48][O:47]2)=O)C=1>>[F:1][C:2]1[C:3]([C:20]2[CH:25]=[CH:24][CH:23]=[C:22]([O:26][C:27]3[S:28][CH:29]=[CH:30][N:31]=3)[CH:21]=2)=[CH:4][C:5](=[O:19])[N:6]([CH2:8][CH2:9][C@@:10]([CH3:18])([S:14]([CH3:17])(=[O:16])=[O:15])[C:11]([NH:44][O:45][CH:46]2[CH2:51][CH2:50][CH2:49][CH2:48][O:47]2)=[O:13])[CH:7]=1. Procedure details: The title compound (115 mg, 65.8%) was prepared as an off-white solid from (2R)-4-{5-fluoro-2-oxo-4-[3-(1,3-thiazol-2-yloxy)phenyl]pyridin-1(2H)-yl}-2-methyl-2-(methylsulfonyl)butanoic acid (144 mg, 0.31 mmol) using a procedure analogous to that described for (2R)-4-{5-fluoro-2-oxo-4-[4-(2H-1,2,3-triazol-2-yl)phenyl]pyridin-1(2H)-yl}-2-methyl-2-(methylsulfonyl)-N-(tetrahydro-2H-pyran-2-yloxy)butanamide, Example 26, Step D. MS (LCMS) m/z 566.2 (M−1). The reactants are COCC(C)O, O=C(O)c1ccccc1C(=O)c1ccc(F)cc1, c1ccsc1. Yields the product O=C(O)c1ccccc1Cc1ccc(F)cc1. RXN SMILES: [CH3:19][O:20][CH2:21][CH:22]([OH:23])[CH3:24].[F:1][c:2]1[cH:3][cH:4][c:5]([C:6](=[O:7])[c:8]2[c:9]([C:10](=[O:11])[OH:12])[cH:13][cH:14][cH:15][cH:16]2)[cH:17][cH:18]1.[cH:25]1[cH:26][s:27][cH:28][cH:29]1>>[F:1][c:2]1[cH:3][cH:4][c:5]([CH2:6][c:8]2[c:9]([C:10](=[O:11])[OH:12])[cH:13][cH:14][cH:15][cH:16]2)[cH:17][cH:18]1.